describe an organic reaction: reactants, conditions, products, and yield From a dataset of the Open Reaction Database (ORD), a public repository of structured organic reaction records. Starting materials: ClC1=CC=C(C=C1)CC(C(C)=O)(C)C (1-(4-chlorophenyl)-2,2-dimethyl-3-butanone), BrN1C(CCC1=O)=O (N-bromosuccinimide). The reagents and catalysts are N(=NC(C#N)(C)C)C(C#N)(C)C (azobisisobutyronitrile). Solvent: ClC(Cl)(Cl)Cl (tetrachloromethane). Product: ClC1=CC=C(C=C1)C(C(C(C)=O)(C)C)Br (1-(4-chlorophenyl)-1-bromo-2,2-dimethyl-3-butanone). Yield: 82.0%. RXN SMILES: [Cl:1][C:2]1[CH:7]=[CH:6][C:5]([CH2:8][C:9]([CH3:14])([CH3:13])[C:10](=[O:12])[CH3:11])=[CH:4][CH:3]=1.[Br:15]N1C(=O)CCC1=O>ClC(Cl)(Cl)Cl.N(C(C)(C)C#N)=NC(C)(C)C#N>[Cl:1][C:2]1[CH:3]=[CH:4][C:5]([CH:8]([Br:15])[C:9]([CH3:14])([CH3:13])[C:10](=[O:12])[CH3:11])=[CH:6][CH:7]=1. Reported procedure: 50 g (0.237 mol) of 1-(4-chlorophenyl)-2,2-dimethyl-3-butanone are dissolved in 500 ml of tetrachloromethane, and 44.5 g (0.25 mol) of N-bromosuccinimide and 0.5 g of azobisisobutyronitrile are added. The reaction mixture is heated to boiling under reflux until solid material no longer sinks to the bottom on switching off the stirrer. After cooling down, the succinimide is filtered off with suction, the solvent is distilled off from the filtrate under waterpump vacuum and the residue is distille... Starting materials: Brc1csc2cccnc12, CCC(CC)c1cc(C)nn2c(I)c(C)nc12, C1CCOC1, [Li]CCCC, CCCCCC, ClCCl, O. The product is CCC(CC)c1cc(C)nn2c(-c3sc4cccnc4c3Br)c(C)nc12. RXN SMILES: [Br:1][c:2]1[cH:3][s:4][c:5]2[c:6]1[n:7][cH:8][cH:9][cH:10]2.[CH2:22]([CH3:23])[CH:24]([CH2:25][CH3:26])[c:27]1[c:28]2[n:29]([n:30][c:31]([CH3:33])[cH:32]1)[c:34]([I:38])[c:35]([CH3:37])[n:36]2.[CH2:39]1[O:40][CH2:41][CH2:42][CH2:43]1.[CH3:11][CH2:12][CH2:13][CH2:14][Li:15].[CH3:16][CH2:17][CH2:18][CH2:19][CH2:20][CH3:21].[Cl:44][CH2:45][Cl:46].[OH2:47]>>[Br:1][c:2]1[c:3](-[c:34]2[n:29]3[c:28]([c:27]([CH:24]([CH2:22][CH3:23])[CH2:25][CH3:26])[cH:32][c:31]([CH3:33])[n:30]3)[n:36][c:35]2[CH3:37])[s:4][c:5]2[c:6]1[n:7][cH:8][cH:9][cH:10]2. Starting materials: Ethyl polyphosphoric acid, C[C@@H]1CC[C@H](CC1)C(=O)NCCC1=CC=CC=C1 (trans-4-methyl-N-(2-phenylethyl)cyclohexanecarboxamide). Run in O (Water). Reaction conditions: temperature 120 celsius. The product is C[C@@H]1CC[C@H](CC1)C1NCCC2=CC=CC=C12 (1-(trans-4-methylcyclohexyl)-1,2,3,4-tetrahydroisoquinoline). Isolated yield 107.0%. Reaction SMILES: [CH3:1][C@H:2]1[CH2:7][CH2:6][C@H:5]([C:8]([NH:10][CH2:11][CH2:12][C:13]2[CH:18]=[CH:17][CH:16]=[CH:15][CH:14]=2)=O)[CH2:4][CH2:3]1>O>[CH3:1][C@H:2]1[CH2:7][CH2:6][C@H:5]([CH:8]2[C:18]3[C:13](=[CH:14][CH:15]=[CH:16][CH:17]=3)[CH2:12][CH2:11][NH:10]2)[CH2:4][CH2:3]1. Procedure: Ethyl polyphosphoric acid (10 mL) was added to trans-4-methyl-N-(2-phenylethyl)cyclohexanecarboxamide (2 g), followed by stirring under heating at 120° C. for 2 hours. Water was added to the reaction liquid which was then extracted with EtOAc. The organic layer was washed with water and saturated brine, and then dried over magnesium sulfate. The solvent was evaporated. To the resulting residue were added EtOH (10 mL) and then sodium borohydride (0.31 g) under ice-cooling, directly followed by st... The reactants are C(#N)C1=CC(=C(C=C1)C=1C=NN(C1O)C1=NC=C(C(=O)O)C=C1)C (6-(4-(4-cyano-2-methylphenyl)-5-hydroxy-1H-pyrazol-1-yl)nicotinic acid), Cl.C(C)N=C=NCCCN(C)C (N1-((ethylimino)methylene)-N3,N3-dimethylpropane-1,3-diamine hydrochloride), C=1C=CC2=C(C1)N=NN2O (HOBT), C(C)N(C(C)C)C(C)C (N-ethyl-N-isopropylpropan-2-amine), CN1C[C@@H]2CNC[C@@H]2C1 ((3aR,6aS)-2-methyloctahydropyrrolo[3,4-c]pyrrole), C(=O)O (formic acid). Solvent: CS(=O)C (DMSO), CN(C)C=O (DMF). Run at time 17 hour. Yields the product OC1=C(C=NN1C1=NC=C(C=C1)C(=O)N1C[C@@H]2CN(C[C@@H]2C1)C)C1=C(C=C(C#N)C=C1)C (4-(5-hydroxy-1-(5-((3 aR,6aS)-5-methyloctahydropyrrolo[3,4-c]pyrrole-2-carbonyl)pyridin-2-yl)-1H-pyrazol-4-yl)-3-methylbenzonitrile). RXN SMILES: [C:1]([C:3]1[CH:8]=[CH:7][C:6]([C:9]2[CH:10]=[N:11][N:12]([C:15]3[CH:23]=[CH:22][C:18]([C:19]([OH:21])=O)=[CH:17][N:16]=3)[C:13]=2[OH:14])=[C:5]([CH3:24])[CH:4]=1)#[N:2].Cl.C(N=C=NCCCN(C)C)C.C1C=CC2N(O)N=NC=2C=1.C(N(C(C)C)C(C)C)C.[CH3:56][N:57]1[CH2:64][C@@H:63]2[C@@H:59]([CH2:60][NH:61][CH2:62]2)[CH2:58]1.C(O)=O>CN(C=O)C.CS(C)=O>[OH:14][C:13]1[N:12]([C:15]2[CH:23]=[CH:22][C:18]([C:19]([N:61]3[CH2:62][C@@H:63]4[C@@H:59]([CH2:58][N:57]([CH3:56])[CH2:64]4)[CH2:60]3)=[O:21])=[CH:17][N:16]=2)[N:11]=[CH:10][C:9]=1[C:6]1[CH:7]=[CH:8][C:3]([C:1]#[N:2])=[CH:4][C:5]=1[CH3:24] |f:1.2|. Procedure: Combined 6-(4-(4-cyano-2-methylphenyl)-5-hydroxy-1H-pyrazol-1-yl)nicotinic acid (50 mg, 0.156 mmol), N1-((ethylimino)methylene)-N3,N3-dimethylpropane-1,3-diamine hydrochloride (90 mg, 0.468 mmol) and HOBT (21.09 mg, 0.156 mmol) in DMF (0.8 mL) and added N-ethyl-N-isopropylpropan-2-amine (0.056 mL, 0.468 mmol) and (3aR,6aS)-2-methyloctahydropyrrolo[3,4-c]pyrrole (79 mg, 0.624 mmol). After 17 hours, the reaction mixture was diluted with DMSO (100 uL) and purified by preparative HPLC (ACN/water wit... Reactants: COC1=CC=C2CC(/C(/C2=C1)=C\C#N)C1=CC=CC=C1 ((E)-(6-methoxy-2-phenylindan-1-ylidene)acetonitrile), N.C(C)O (ammonia ethanol). The reagents and catalysts are [Co] (cobalt). Solvent: C(C)O (ethanol). Conditions: time 10 hour. The product is COC1=CC=C2CC(C(C2=C1)=CCN)C1=CC=CC=C1 (2-(6-methoxy-2-phenylindan-1-ylidene)ethylamine). RXN SMILES: [CH3:1][O:2][C:3]1[CH:11]=[C:10]2[C:6]([CH2:7][CH:8]([C:15]3[CH:20]=[CH:19][CH:18]=[CH:17][CH:16]=3)/[C:9]/2=[CH:12]\[C:13]#[N:14])=[CH:5][CH:4]=1.N.C(O)C>C(O)C.[Co]>[CH3:1][O:2][C:3]1[CH:11]=[C:10]2[C:6]([CH2:7][CH:8]([C:15]3[CH:16]=[CH:17][CH:18]=[CH:19][CH:20]=3)[C:9]2=[CH:12][CH2:13][NH2:14])=[CH:5][CH:4]=1 |f:1.2|. Reported procedure: To a solution of (E)-(6-methoxy-2-phenylindan-1-ylidene)acetonitrile (0.45 g, 1.72 mmol.) in ethanol (30 ml) were added a saturated ammonia/ethanol solution (10 ml) and Raney cobalt (0.3 g). The mixture was stirred for 10 hours at 10 hours at room temperature under hydrogen atmosphere (5 kgf/cm2). The Raney cobalt was filtered off, then the solvent was filtered off under reduced pressure to leave 2-(6-methoxy-2-phenylindan-1-ylidene)ethylamine., which was dissolved in a hydrogen chloride/ethanol... Starting materials: CC(C)(C)C(=O)O, [Cl-], [Cl-], O=C(O)C(F)(F)F, Oc1ccc2c(c1)C(CC1=C[NH2+]C=N1)CC2. The product is [Cl-], CC(C)(C)C(=O)Oc1ccc2c(c1)C(CC1=C[NH2+]C=N1)CC2. As a reaction SMILES: [CH3:19][C:20]([C:21](=[O:22])[OH:23])([CH3:24])[CH3:25].[Cl-:18].[Cl-:1].[F:26][C:27]([F:28])([F:29])[C:30]([OH:31])=[O:32].[OH:2][c:3]1[cH:4][cH:5][c:6]2[c:10]([cH:11]1)[CH:9]([CH2:12][C:13]1=[CH:17][NH2+:16][CH:15]=[N:14]1)[CH2:8][CH2:7]2>>[Cl-:1].[O:2]([c:3]1[cH:4][cH:5][c:6]2[c:10]([cH:11]1)[CH:9]([CH2:12][C:13]1=[CH:17][NH2+:16][CH:15]=[N:14]1)[CH2:8][CH2:7]2)[C:21]([C:20]([CH3:19])([CH3:24])[CH3:25])=[O:22].